This data is from the Open Reaction Database (ORD), a public repository of structured organic reaction records. The task is: describe an organic reaction: reactants, conditions, products, and yield The reactants are CCCCC1CN(Cc2ccccc2)CCC1=O, CI, CC(C)=O. Product: CCCCC1C[N+](C)(Cc2ccccc2)CCC1=O, [I-]. As a reaction SMILES: [CH2:1]([CH2:2][CH2:3][CH3:4])[CH:5]1[CH2:6][N:7]([CH2:12][c:13]2[cH:14][cH:15][cH:16][cH:17][cH:18]2)[CH2:8][CH2:9][C:10]1=[O:11].[CH3:19][I:20].[CH3:21][C:22](=[O:23])[CH3:24]>>[CH2:1]([CH2:2][CH2:3][CH3:4])[CH:5]1[CH2:6][N+:7]([CH2:12][c:13]2[cH:14][cH:15][cH:16][cH:17][cH:18]2)([CH3:19])[CH2:8][CH2:9][C:10]1=[O:11].[I-:20].